This data is from the Open Reaction Database (ORD), a public repository of structured organic reaction records. The task is: describe an organic reaction: reactants, conditions, products, and yield The reactants are Cc1ccccc1, CC1(C)Cc2cccc(Oc3ccc([N+](=O)[O-])cc3Cl)c2O1, [H][H]. Yields the product CC1(C)Cc2cccc(Oc3ccc(N)cc3Cl)c2O1. RXN SMILES: [CH3:25][c:26]1[cH:27][cH:28][cH:29][cH:30][cH:31]1.[Cl:1][c:2]1[cH:3][c:4]([N+:20]([O-:21])=[O:22])[cH:5][cH:6][c:7]1[O:8][c:9]1[cH:10][cH:11][cH:12][c:13]2[c:17]1[O:16][C:15]([CH3:18])([CH3:19])[CH2:14]2.[H:23][H:24]>>[Cl:1][c:2]1[cH:3][c:4]([NH2:20])[cH:5][cH:6][c:7]1[O:8][c:9]1[cH:10][cH:11][cH:12][c:13]2[c:17]1[O:16][C:15]([CH3:18])([CH3:19])[CH2:14]2.